Dataset: the Open Reaction Database (ORD), a public repository of structured organic reaction records. Task: describe an organic reaction: reactants, conditions, products, and yield The reactants are solution, N(=[N+]=[N-])C(C(=O)OC)OC (methyl 2-azido-2-methoxyacetate), [OH-].[Na+] (sodium hydroxide). Run in CO (methanol). Yields the product N(=[N+]=[N-])C(C(=O)O)OC (2-azido-2-methoxyacetic acid). The yield is 93.4%. RXN SMILES: [OH-].[Na+].[N:3]([CH:6]([O:11][CH3:12])[C:7]([O:9]C)=[O:8])=[N+:4]=[N-:5]>CO>[N:3]([CH:6]([O:11][CH3:12])[C:7]([OH:9])=[O:8])=[N+:4]=[N-:5] |f:0.1|. Reported procedure: Aqueous sodium hydroxide (30 ml. of a 2.5 N solution) is added dropwise over 15 minutes to a stirring solution of methyl 2-azido-2-methoxyacetate (10.40 g., 72 mmole) in methanol (8.5 ml.). The mixture becomes warm and cloudy during the addition. The methanol is removed under reduced pressure and the aqueous residue is acidified to pH 1 with concentrated sulfuric acid and extracted with ether. The combined ethereal extracts are dried over sodium sulfate and evaporated in vacuo to leave 2-azido-2... Reactants: OC[C@H](COC(C)=O)C1=CC=CC=C1 (acetic acid 3-hydroxy-2-(R)-phenyl-propyl ester), BrC=1C(NC(N(C1C)CC1=C(C=CC=C1F)F)=O)=O (5-bromo-1-(2,6-difluorobenzyl)-6-methyluracil), C1(=CC=CC=C1)P(C1=CC=CC=C1)C1=CC=CC=C1 (triphenylphosphine), CC(C)(C)OC(=O)/N=N/C(=O)OC(C)(C)C (di-tert-butylazodicarboxylate). Run in C1CCOC1 (THF). Reaction conditions: time 16 hour. Yields the product BrC=1C(N(C(N(C1C)CC1=C(C=CC=C1F)F)=O)C[C@H](COC(C)=O)C1=CC=CC=C1)=O (5-bromo-1-[2,6-difluorobenzyl]-3-{3-acetoxy-2(R)-phenylpropyl}-6-methylpyrimidine-2,4(1H,3H)-dione). Isolated yield 92.8%. RXN SMILES: O[CH2:2][C@@H:3]([C:9]1[CH:14]=[CH:13][CH:12]=[CH:11][CH:10]=1)[CH2:4][O:5][C:6](=[O:8])[CH3:7].[Br:15][C:16]1[C:17](=[O:33])[NH:18][C:19](=[O:32])[N:20]([CH2:23][C:24]2[C:29]([F:30])=[CH:28][CH:27]=[CH:26][C:25]=2[F:31])[C:21]=1[CH3:22].C1(P(C2C=CC=CC=2)C2C=CC=CC=2)C=CC=CC=1.CC(OC(/N=N/C(OC(C)(C)C)=O)=O)(C)C>C1COCC1>[Br:15][C:16]1[C:17](=[O:33])[N:18]([CH2:2][C@@H:3]([C:9]2[CH:14]=[CH:13][CH:12]=[CH:11][CH:10]=2)[CH2:4][O:5][C:6](=[O:8])[CH3:7])[C:19](=[O:32])[N:20]([CH2:23][C:24]2[C:25]([F:31])=[CH:26][CH:27]=[CH:28][C:29]=2[F:30])[C:21]=1[CH3:22]. Procedure details: A solution of acetic acid 3-hydroxy-2-(R)-phenyl-propyl ester (1.87 g, 9.64 mmol) in THF (50 mL) was treated with 5-bromo-1-(2,6-difluorobenzyl)-6-methyluracil 4d.1 (3.19 g, 9.64 mmol) and triphenylphosphine (3.16 g, 12.1 mmol) at ambient temperature, then di-tert-butylazodicarboxylate (2.77 g, 12.1 mmol) was introduced. The reaction mixture was stirred at ambient temperature for 16 h and volatiles were evaporated. The residue was partitioned between saturated NaHCO3/H2O and EtOAc. The organic l... Reactants: C(O)([O-])=O.[Na+] (sodium hydrogencarbonate), Cl (HCl), ClS(=O)(=O)N=C=O (Chlorosulfonyl isocyanate), N[C@@H]([C@H](O)C)C(=O)N[C@H](CC1=CN(C2=CC=CC=C12)C=O)C(=O)N[C@@H](CC1=CC=CC=C1)C(=O)N(C)CC1=CC=CC=C1 (H-Thr-D-Trp(CHO)-Phe-NMeBzl), ClS(=O)(=O)N=C=O (chlorosulfonyl isocyanate), C(=O)=O (Dry ice). Run in O (water), C(C)#N (acetonitrile), C(C)N(CC)CC (triethylamine), C(Cl)(Cl)(Cl)Cl (carbon tetrachloride). The product is N[C@@]([C@H](O)C)(C(=O)N[C@H](CC1=CN(C2=CC=CC=C12)C=O)C(=O)N[C@@H](CC1=CC=CC=C1)C(=O)N(C)CC1=CC=CC=C1)N=C=O (H2NCO-Thr-D-Trp(CHO)-Phe-NMeBzl). Yield: 63.5%. As a reaction SMILES: Cl.[NH2:2][C@H:3]([C:7]([NH:9][C@@H:10]([C:23]([NH:25][C@H:26]([C:34]([N:36]([CH2:38][C:39]1[CH:44]=[CH:43][CH:42]=[CH:41][CH:40]=1)[CH3:37])=[O:35])[CH2:27][C:28]1[CH:33]=[CH:32][CH:31]=[CH:30][CH:29]=1)=[O:24])[CH2:11][C:12]1[C:20]2[C:15](=[CH:16][CH:17]=[CH:18][CH:19]=2)[N:14]([CH:21]=[O:22])[CH:13]=1)=[O:8])[C@@H:4]([CH3:6])[OH:5].ClS([N:49]=[C:50]=[O:51])(=O)=O.C(=O)=O.C(=O)([O-])O.[Na+]>C(#N)C.O.C(Cl)(Cl)(Cl)Cl.C(N(CC)CC)C>[NH2:2][C@:3]([N:49]=[C:50]=[O:51])([C:7]([NH:9][C@@H:10]([C:23]([NH:25][C@H:26]([C:34]([N:36]([CH2:38][C:39]1[CH:40]=[CH:41][CH:42]=[CH:43][CH:44]=1)[CH3:37])=[O:35])[CH2:27][C:28]1[CH:29]=[CH:30][CH:31]=[CH:32][CH:33]=1)=[O:24])[CH2:11][C:12]1[C:20]2[C:15](=[CH:16][CH:17]=[CH:18][CH:19]=2)[N:14]([CH:21]=[O:22])[CH:13]=1)=[O:8])[C@@H:4]([CH3:6])[OH:5] |f:4.5|. Procedure: To a solution of HCl.H-Thr-D-Trp(CHO)-Phe-NMeBzl (0.94 g) and triethylamine (0.153 g) in acetonitrile (12 ml), was added chlorosulfonyl isocyanate (0.214 g) under cooling with Dry ice and carbon tetrachloride bath. The solution was stirred at the same temperature for an hour and then stirred under ice-cooling. Chlorosulfonyl isocyanate (0.214 g) was added at this temperature, after stirring for fifteen minutes, water (3 ml) was added. The pH was adjusted to pH 4 with sodium hydrogencarbonate and... Reactants: C(C)(C)(C)OC(=O)N(S(=O)(=O)C)C1=C(C=C(C(=O)OC(C(=O)O[C@@H](CC2=C(C=[N+](C=C2Cl)[O-])Cl)C2=CC(=C(C=C2)OC(F)F)OCC2CC2)(C)C)C=C1)OCC1CC1 ((S)-4-(2-(2-(4-(N-(tert-butoxycarbonyl)methylsulfonamido)-3-(cyclopropylmethoxy)benzoyloxy)-2-methylpropanoyloxy)-2-(3-(cyclopropylmethoxy)-4-(difluoromethoxy)phenyl)ethyl)-3,5-dichloropyridine 1-oxide), O1CCOCC1 (dioxane), O1CCOCC1 (dioxane). Solvent: C(Cl)Cl (DCM), Cl (HCl), Cl (HCl). Run at time 2 day. The product is ClC=1C=[N+](C=C(C1C[C@H](OC(C(C)(C)OC(C1=CC(=C(C=C1)NS(=O)(=O)C)OCC1CC1)=O)=O)C1=CC(=C(C=C1)OC(F)F)OCC1CC1)Cl)[O-] ((S)-3,5-dichloro-4-(2-(3-(cyclopropylmethoxy)-4-(difluoromethoxy)phenyl)-2-(2-(3-(cyclopropylmethoxy)-4-(methylsulfonamido)benzoyloxy)-2-methylpropanoyloxy)ethyl)pyridine 1-oxide). Yield: 33.6%. Reaction SMILES: C(OC([N:8]([C:13]1[CH:53]=[CH:52][C:16]([C:17]([O:19][C:20]([CH3:51])([CH3:50])[C:21]([O:23][C@H:24]([C:35]2[CH:40]=[CH:39][C:38]([O:41][CH:42]([F:44])[F:43])=[C:37]([O:45][CH2:46][CH:47]3[CH2:49][CH2:48]3)[CH:36]=2)[CH2:25][C:26]2[C:31]([Cl:32])=[CH:30][N+:29]([O-:33])=[CH:28][C:27]=2[Cl:34])=[O:22])=[O:18])=[CH:15][C:14]=1[O:54][CH2:55][CH:56]1[CH2:58][CH2:57]1)[S:9]([CH3:12])(=[O:11])=[O:10])=O)(C)(C)C.O1CCOCC1>C(Cl)Cl.Cl>[Cl:34][C:27]1[CH:28]=[N+:29]([O-:33])[CH:30]=[C:31]([Cl:32])[C:26]=1[CH2:25][C@@H:24]([C:35]1[CH:40]=[CH:39][C:38]([O:41][CH:42]([F:43])[F:44])=[C:37]([O:45][CH2:46][CH:47]2[CH2:48][CH2:49]2)[CH:36]=1)[O:23][C:21](=[O:22])[C:20]([O:19][C:17](=[O:18])[C:16]1[CH:52]=[CH:53][C:13]([NH:8][S:9]([CH3:12])(=[O:11])=[O:10])=[C:14]([O:54][CH2:55][CH:56]2[CH2:58][CH2:57]2)[CH:15]=1)([CH3:50])[CH3:51]. Reported procedure: To a solution of (S)-4-(2-(2-(4-(N-(tert-butoxycarbonyl)methylsulfonamido)-3-(cyclopropylmethoxy)benzoyloxy)-2-methylpropanoyloxy)-2-(3-(cyclopropylmethoxy)-4-(difluoromethoxy)phenyl)ethyl)-3,5-dichloropyridine 1-oxide (168 mg, 0.192 mmol) in dry DCM (2 ml), HCl 4M in dioxane (144 μl, 0.577 mmol) was added with stirring at RT for 2 days. Additional HCl 4M in dioxane (144 μl, 0.577 mmol) was freshly added and the stirring was continued for further 3 days. The volatiles were removed under vacuum, ... Reactants: Cl.Cl.COC(=O)C=1C=C(C=CC1C(=O)OC)C1=CC(=CC=C1)NCCNC[C@H](O)C1=CC(=CC=C1)Cl ((R)-3′-[[2-[[2-(3-chlorophenyl)-2-hydroxyethyl]amino]ethyl]amino]-[1,1′-biphenyl]-3,4-dicarboxylic acid dimethyl ester dihydrochloride), O.[OH-].[Li+] (lithium hydroxide monohydrate). Yields the product ClC=1C=C(C=CC1)[C@H](CNCCNC=1C=C(C=CC1)C1=CC(=C(C=C1)C(=O)O)C(=O)O)O ((R)-3′-[[2-[[2-(3-Chlorophenyl)-2-hydroxyethyl]amino]ethyl]amino]-[1,1′-biphenyl]-3,4-dicarboxylic acid). Reaction SMILES: Cl.Cl.C[O:4][C:5]([C:7]1[CH:8]=[C:9]([C:17]2[CH:22]=[CH:21][CH:20]=[C:19]([NH:23][CH2:24][CH2:25][NH:26][CH2:27][C@@H:28]([C:30]3[CH:35]=[CH:34][CH:33]=[C:32]([Cl:36])[CH:31]=3)[OH:29])[CH:18]=2)[CH:10]=[CH:11][C:12]=1[C:13]([O:15]C)=[O:14])=[O:6].O.[OH-].[Li+]>>[Cl:36][C:32]1[CH:31]=[C:30]([C@@H:28]([OH:29])[CH2:27][NH:26][CH2:25][CH2:24][NH:23][C:19]2[CH:18]=[C:17]([C:9]3[CH:10]=[CH:11][C:12]([C:13]([OH:15])=[O:14])=[C:7]([C:5]([OH:6])=[O:4])[CH:8]=3)[CH:22]=[CH:21][CH:20]=2)[CH:35]=[CH:34][CH:33]=1 |f:0.1.2,3.4.5|. Procedure: n.m.r. (CD3OD) δ values include 2.97-3.00 (m,1 H), 3.43-3.45 (m, 2 H), 4.97 (dd, 1 H), 6.69 (d, 1 H), 6.97-6.99 (m, 2 H), 7.20-7.31 (m, 4 H), 7.42 (s, 1 H), 7.73 (d, 1 H), 8.19 (d, 1 H), 8.37 (s, 1 H); from (R)-3′-[[2-[[2-(3-chlorophenyl)-2-hydroxyethyl]amino]ethyl]amino]-[1,1′-biphenyl]-3,4-dicarboxylic acid dimethyl ester dihydrochloride (500 mg), and lithium hydroxide monohydrate (303 mg). Starting materials: SN[C@@H](CC(C)C)C(=O)N[C@@H](CC(C)C)C(=O)NCC(=O)OCC (HS-Leu-Leu-Gly-OC2H5), Cl.C(C)OC(CNC([C@@H](N)CC1=CC=CC=C1)=O)=O (L-phenylalanylglycine ethyl ester hydrochloride), Cl.C(C)OC(CNC([C@@H](N)CC(C)C)=O)=O (L-leucylglycine ethyl ester hydrochloride). Product: SN[C@@H](CC(C)C)C(=O)N[C@@H](CC1=CC=CC=C1)C(=O)NCC(=O)OCC (HS-Leu-Phe-Gly-OC2H5). RXN SMILES: [SH:1][NH:2][C@H:3]([C:8]([NH:10][C@H:11]([C:16]([NH:18][CH2:19][C:20]([O:22][CH2:23][CH3:24])=[O:21])=[O:17])[CH2:12][CH:13]([CH3:15])[CH3:14])=[O:9])[CH2:4][CH:5]([CH3:7])[CH3:6].Cl.C(OC(=O)CN[C:32](=O)[C@H:33]([CH2:35]C1C=CC=CC=1)N)C.Cl.C(OC(=O)CNC(=O)[C@H](CC(C)C)N)C>>[SH:1][NH:2][C@H:3]([C:8]([NH:10][C@H:11]([C:16]([NH:18][CH2:19][C:20]([O:22][CH2:23][CH3:24])=[O:21])=[O:17])[CH2:12][C:13]1[CH:15]=[CH:35][CH:33]=[CH:32][CH:14]=1)=[O:9])[CH2:4][CH:5]([CH3:7])[CH3:6] |f:1.2,3.4|. Procedure: This mercaptopeptidyl ester was prepared substantially similarly as HS-Leu-Leu-Gly-OC2H5, above, except that an equivalent amount of L-phenylalanylglycine ethyl ester hydrochloride was used in the coupling reaction instead of L-leucylglycine ethyl ester hydrochloride. The product is CN(C)C=NC=1SC=C(N1)/C(/C(=O)OC)=N/OC (methyl (Z)-2-(2-dimethylaminomethyliden amino thiazol-4-yl)-2-methoxyiminoacetate). RXN SMILES: [NH2:1][C:2]1[S:3][CH:4]=[C:5](/[C:7](=[N:11]/[O:12][CH3:13])/[C:8]([OH:10])=[O:9])[N:6]=1.[CH3:14][N:15]([CH3:18])[CH:16]=O.P(Cl)(Cl)(Cl)=O.[OH-].[Na+].O1CCC[CH2:27]1>CO>[CH3:14][N:15]([CH:18]=[N:1][C:2]1[S:3][CH:4]=[C:5](/[C:7](=[N:11]/[O:12][CH3:13])/[C:8]([O:10][CH3:27])=[O:9])[N:6]=1)[CH3:16] |f:3.4|. Procedure: (Z)-2-(2-aminothiazol-4-yl)-2-methoxyiminoacetic acid (0.5 g, 2.5 mmol) was dissolved in 20 ml of tetrahydrofuran. Subsequent to the addition of 0.72 g (9.9 mmol) of dimethylformamide, the resulting solution was cooled to 5° C. The solution was added with 1.52 g (9.9 mmol) of phosphorus oxychloride and the resulting mixture was stirred for 3 hours. Methanol (20 ml) was added to the reaction mixture, followed by stirring for 10 minutes. A 2N aqueous solution of sodium hydroxide was added to the r... Starting materials: NC=1SC=C(N1)/C(/C(=O)O)=N/OC ((Z)-2-(2-aminothiazol-4-yl)-2-methoxyiminoacetic acid), O1CCCC1 (tetrahydrofuran), CN(C=O)C (dimethylformamide), P(=O)(Cl)(Cl)Cl (phosphorus oxychloride), aqueous solution, [OH-].[Na+] (sodium hydroxide). Solvent: CO (Methanol). Yield: 94.0%. Run at temperature 5 celsius, time 3 hour. Starting materials: CC(C)([O-])C.[K+] (Potassium t-butoxide), C1(=CC=CC=C1)O (phenol), C(C)OC(C=C(C)Cl)=O (3-chloro-but-2-enoic acid ethyl ester). The solvent is O1CCCC1 (tetrahydrofuran), O1CCCC1 (tetrahydrofuran). Conditions: temperature 23 celsius. The product is C(C)OC(\C=C(/C)\OC1=CC=CC=C1)=O ((E)-3-phenoxy-but-2-enoic acid ethyl ester). The yield is 88.4%. As a reaction SMILES: CC(C)([O-])C.[K+].[C:7]1([OH:13])[CH:12]=[CH:11][CH:10]=[CH:9][CH:8]=1.[CH2:14]([O:16][C:17](=[O:22])[CH:18]=[C:19](Cl)[CH3:20])[CH3:15]>O1CCCC1>[CH2:14]([O:16][C:17](=[O:22])/[CH:18]=[C:19](/[O:13][C:7]1[CH:12]=[CH:11][CH:10]=[CH:9][CH:8]=1)\[CH3:20])[CH3:15] |f:0.1|. Reported procedure: Potassium t-butoxide (11.9 g, 0.106 mol) was added to a stirred solution of phenol (7.86 g, 0.053 mol) in tetrahydrofuran (25 mL) at 23° C. under nitrogen and the reaction mixture was heated to reflux for 0.75 h. The reaction mixture was cooled to 23° C. and a solution of 3-chloro-but-2-enoic acid ethyl ester (prepared as in Example 191, 5.00 g, 0.034 mol) in tetrahydrofuran (40 mL) was added to the reaction mixture. The reaction mixture was refluxed for an additional 3 h. After this time, the m... Starting materials: O (water), C(=O)([O-])[O-].[K+].[K+] (K2CO3), C(C)(C)N (isopropylamine), C(C)(C)(C)[Si](C1=CC=CC=C1)(C1=CC=CC=C1)OCCCCCI (tert-Butyl(5-iodopentyloxy)diphenylsilane). Run in C1CCOC1 (THF). Conditions: time 12 hour. Yields the product [Si](C1=CC=CC=C1)(C1=CC=CC=C1)(C(C)(C)C)OCCCCCNC(C)C (5-(tert-Butyldiphenylsilyloxy)-N-isopropylpentan-1-amine). Isolated yield 84.9%. Reaction SMILES: C([O-])([O-])=O.[K+].[K+].[CH:7]([NH2:10])([CH3:9])[CH3:8].[C:11]([Si:15]([O:28][CH2:29][CH2:30][CH2:31][CH2:32][CH2:33]I)([C:22]1[CH:27]=[CH:26][CH:25]=[CH:24][CH:23]=1)[C:16]1[CH:21]=[CH:20][CH:19]=[CH:18][CH:17]=1)([CH3:14])([CH3:13])[CH3:12].O>C1COCC1>[Si:15]([O:28][CH2:29][CH2:30][CH2:31][CH2:32][CH2:33][NH:10][CH:7]([CH3:9])[CH3:8])([C:11]([CH3:12])([CH3:13])[CH3:14])([C:22]1[CH:23]=[CH:24][CH:25]=[CH:26][CH:27]=1)[C:16]1[CH:21]=[CH:20][CH:19]=[CH:18][CH:17]=1 |f:0.1.2|. Procedure details: K2CO3 (1.50 g, 11.05 mmol), isopropylamine (0.65 mL, 11.05 mmol) and iodide 3 (2.50 g, 5.83 mmol) in dry THF (15 mL) were heated at 66° C. in a sealed tube under an argon atmosphere. After 12 h, water (5 mL) was added to the reaction mixture which was then extracted with EtOAc (3×50 mL). The combined organic extracts were dried over MgSO4 and concentrated under reduced pressure to afford 4 as a colorless liquid (1.90 g, 92%) sufficiently pure it was used without further purification. TLC:MeOH/CH... Solvent: CS(=O)C (dimethyl sulfoxide). Reaction SMILES: C1(C)C=CC(S(O[CH2:11][CH2:12][CH:13]([CH3:18])[C:14]([F:17])([F:16])[F:15])(=O)=O)=CC=1.[F:20][C:21]([F:31])([F:30])[CH2:22][CH2:23][S:24]([CH2:27][C:28]#[N:29])(=[O:26])=[O:25].C(=O)([O-])[O-].[K+].[K+].Cl>CS(C)=O>[F:15][C:14]([F:17])([F:16])[CH:13]([CH3:18])[CH2:12][CH2:11][CH:27]([S:24]([CH2:23][CH2:22][C:21]([F:20])([F:30])[F:31])(=[O:25])=[O:26])[C:28]#[N:29] |f:2.3.4|. Reaction conditions: time 16 hour. The reactants are Cl (hydrochloric acid), C1(=CC=C(C=C1)S(=O)(=O)OCCC(C(F)(F)F)C)C (4,4,4-trifluoro-3-methylbutyl p-toluenesulfonate), FC(CCS(=O)(=O)CC#N)(F)F ((3,3,3-trifluoropropylsulfonyl)acetonitrile), C([O-])([O-])=O.[K+].[K+] (potassium carbonate). Procedure details: To a solution of 1.0 g of 4,4,4-trifluoro-3-methylbutyl p-toluenesulfonate and 0.7 g of (3,3,3-trifluoropropylsulfonyl)acetonitrile in 50 ml of dimethyl sulfoxide was added 0.5 g of potassium carbonate at room temperature, and then stirred at the same temperature for 16 hours. To the reaction mixture was added 10% hydrochloric acid, and then extracted with ethyl acetate. The organic layer was washed with a saturated sodium chloride aqueous solution, dried over anhydrous magnesium sulfate, and th... The product is FC(C(CCC(C#N)S(=O)(=O)CCC(F)(F)F)C)(F)F (6,6,6-trifluoro-5-methyl-2-(3,3,3-trifluoropropylsulfonyl)hexanenitrile). Isolated yield 45.5%.